From a dataset of the Open Reaction Database (ORD), a public repository of structured organic reaction records. describe an organic reaction: reactants, conditions, products, and yield As a reaction SMILES: C(OC(=O)[NH:7][CH2:8][CH:9]([CH2:25][C:26]1[CH:31]=[CH:30][C:29]([O:32][CH2:33][CH2:34][O:35][C:36]2[C:41]([Cl:42])=[CH:40][C:39]([CH3:43])=[CH:38][C:37]=2[Cl:44])=[CH:28][CH:27]=1)[C:10]([N:12]([CH:22]1[CH2:24][CH2:23]1)[CH2:13][C:14]1[CH:19]=[CH:18][CH:17]=[C:16]([CH3:20])[C:15]=1[CH3:21])=[O:11])(C)(C)C.Cl>C(Cl)Cl>[NH2:7][CH2:8][CH:9]([CH2:25][C:26]1[CH:31]=[CH:30][C:29]([O:32][CH2:33][CH2:34][O:35][C:36]2[C:37]([Cl:44])=[CH:38][C:39]([CH3:43])=[CH:40][C:41]=2[Cl:42])=[CH:28][CH:27]=1)[C:10]([N:12]([CH:22]1[CH2:23][CH2:24]1)[CH2:13][C:14]1[CH:19]=[CH:18][CH:17]=[C:16]([CH3:20])[C:15]=1[CH3:21])=[O:11]. Starting materials: C(C)(C)(C)OC(NCC(C(=O)N(CC1=C(C(=CC=C1)C)C)C1CC1)CC1=CC=C(C=C1)OCCOC1=C(C=C(C=C1Cl)C)Cl)=O (tert-butyl(3-[cyclopropyl(2,3-dimethylbenzyl)amino]-2-{4-[2-(2,6-dichloro-4-methylphenoxy)ethoxy]benzyl}-3-oxopropyl)carbamate), Cl (HCl). Run in C(Cl)Cl (CH2Cl2). Reported procedure: To a CH2Cl2 solution (0.05 M) of tert-butyl(3-[cyclopropyl(2,3-dimethylbenzyl)amino]-2-{4-[2-(2,6-dichloro-4-methylphenoxy)ethoxy]benzyl}-3-oxopropyl)carbamate from the previous step (I eq.) was added HCl (4.0 M dioxane solution, 30 eq.). The resulting solution was stirred at RT for 3 h. Following the removal of the volatiles in vacuo, the resulting residue was directly loaded onto a SiO2 column packed with 97:3 (v/v) CH2Cl2: 2.0 M NH3 in MeOH. Elution with the same solvent system furnished the ... Reaction conditions: time 3 hour. Yields the product NCC(C(=O)N(CC1=C(C(=CC=C1)C)C)C1CC1)CC1=CC=C(C=C1)OCCOC1=C(C=C(C=C1Cl)C)Cl (3-Amino-N-cyclopropyl-2-{4-[2-(2,6-dichloro-4-methylphenoxy)ethoxy]benzyl}1-N-(2,3-dimethylbenzyl)propanamide).